The task is: describe an organic reaction: reactants, conditions, products, and yield. This data is from the Open Reaction Database (ORD), a public repository of structured organic reaction records. Starting materials: COC(=O)Cc1c(C)cc(C(C)(C)C)c(O)c1C(C)(C)C, Cc1ccccc1, [Na+], [Na+], O=C([O-])[O-], O=S(=O)(O)O. The product is COC(=O)Cc1cc(O)c(C(C)(C)C)cc1C. As a reaction SMILES: [CH3:1][c:2]1[cH:3][c:4]([C:18]([CH3:19])([CH3:20])[CH3:21])[c:5]([OH:17])[c:6]([C:13]([CH3:14])([CH3:15])[CH3:16])[c:7]1[CH2:8][C:9](=[O:10])[O:11][CH3:12].[CH3:33][c:34]1[cH:35][cH:36][cH:37][cH:38][cH:39]1.[Na+:27].[Na+:28].[O-:29][C:30](=[O:31])[O-:32].[S:22](=[O:23])(=[O:24])([OH:25])[OH:26]>>[CH3:1][c:2]1[cH:3][c:4]([C:18]([CH3:19])([CH3:20])[CH3:21])[c:5]([OH:17])[cH:6][c:7]1[CH2:8][C:9](=[O:10])[O:11][CH3:12]. The reactants are N(=[N+]=[N-])CC=1CS[C@H]2N(C1C(=O)O)C(C2NC(\C(=N/OC)\C=2N=C(SC2)N)=O)=O (3-azidomethyl-7-[2-(2-aminothiazol-4-yl)-2-((Z)-methoxy-imino)acetamido]ceph-3-em-4-carboxylic acid), CO.C(=O)(C(F)(F)F)O (MeOH TFA). The reagents and catalysts are [Ni] (Raney nickel). Solvent: CO (MeOH), CO (MeOH). Yields the product FC(C(=O)O)(F)F.S1CC=C(N2[C@H]1CC2=O)C(=O)O (ceph-3-em-4-carboxylic acid trifluoroacetate). The yield is 45.0%. RXN SMILES: N(C[C:5]1[CH2:6][S:7][C@@H:8]2[CH:15](NC(=O)/C(/C3N=C(N)SC=3)=N\OC)[C:14](=[O:29])[N:9]2[C:10]=1[C:11]([OH:13])=[O:12])=[N+]=[N-].CO.[C:32]([OH:38])([C:34]([F:37])([F:36])[F:35])=[O:33]>[Ni].CO>[F:35][C:34]([F:37])([F:36])[C:32]([OH:38])=[O:33].[S:7]1[C@@H:8]2[CH2:15][C:14](=[O:29])[N:9]2[C:10]([C:11]([OH:13])=[O:12])=[CH:5][CH2:6]1 |f:1.2,5.6|. Procedure: To a stirred suspension of Raney nickel (16 g.) in MeOH (13 ml.) at 0° was added a solution of 3-azidomethyl-7-[2-(2-aminothiazol-4-yl)-2-((Z)-methoxy-imino)acetamido]ceph-3-em-4-carboxylic acid (2.96 g.) in MeOH/TFA (14 ml., 1.13 ml.). After effervescence ceased the mixture was diluted with MeOH and filtered through paper. The filtrate was evaporated, the residue purified by HPLC using water/HOAc/MeOH 79:1:20 v/v/v as eluant and the product dried over P2O5 to give 3-aminomethyl-7-[2-(2-aminothi... Isolated yield 29.6%. The product is NC=1OCC[C@]2(N1)C1=CC(=CC=C1OC1=NC=CC=C12)NC(C1=NC=C(C=C1)Cl)=O ((S)—N-(2′-amino-5′,6′-dihydrospiro[chromeno[2,3-b]pyridine-5,4′-[1,3]oxazin]-7-yl)-5-chloropicolinamide). Procedure details: The (S)-5′,6′-dihydrospiro[chromeno[2,3-b]pyridine-5,4′-[1,3]oxazine]-2′,7-diamine (0.008 g, 0.028 mmol) was dissolved in MeOH (1 mL). The 5-chloropicolinic acid (4.91 mg, 0.031 mmol) and 4-(4,6-dimethoxy-1,3,5-triazin-2-yl)-4-methylmorpholin-4-ium chloride (8.63 mg, 0.031 mmol) were added. After 2 h, additional MeOH (0.5 mL) was added, followed by additional 5-chloropicolinic acid (2.5 mg, 0.015 mmol) and additional 4-(4,6-dimethoxy-1,3,5-triazin-2-yl)-4-methylmorpholin-4-ium chloride (4.3 mg, ... As a reaction SMILES: [O:1]1[CH2:6][CH2:5][C@:4]2([C:19]3[C:14](=[N:15][CH:16]=[CH:17][CH:18]=3)[O:13][C:12]3[C:7]2=[CH:8][C:9]([NH2:20])=[CH:10][CH:11]=3)[N:3]=[C:2]1[NH2:21].[Cl:22][C:23]1[CH:24]=[CH:25][C:26]([C:29](O)=[O:30])=[N:27][CH:28]=1.[Cl-].COC1N=C(OC)N=C([N+]2(C)CCOCC2)N=1>CO.CCOC(C)=O>[NH2:21][C:2]1[O:1][CH2:6][CH2:5][C@:4]2([C:19]3[C:14](=[N:15][CH:16]=[CH:17][CH:18]=3)[O:13][C:12]3[C:7]2=[CH:8][C:9]([NH:20][C:29](=[O:30])[C:26]2[CH:25]=[CH:24][C:23]([Cl:22])=[CH:28][N:27]=2)=[CH:10][CH:11]=3)[N:3]=1 |f:2.3|. Reactants: ClC=1C=CC(=NC1)C(=O)O (5-chloropicolinic acid), O1C(=N[C@@]2(CC1)C1=CC(=CC=C1OC1=NC=CC=C12)N)N ((S)-5′,6′-dihydrospiro[chromeno[2,3-b]pyridine-5,4′-[1,3]oxazine]-2′,7-diamine), ClC=1C=CC(=NC1)C(=O)O (5-chloropicolinic acid), [Cl-].COC1=NC(=NC(=N1)OC)[N+]1(CCOCC1)C (4-(4,6-dimethoxy-1,3,5-triazin-2-yl)-4-methylmorpholin-4-ium chloride), [Cl-].COC1=NC(=NC(=N1)OC)[N+]1(CCOCC1)C (4-(4,6-dimethoxy-1,3,5-triazin-2-yl)-4-methylmorpholin-4-ium chloride). The solvent is CO (MeOH), CO (MeOH), CCOC(=O)C (EtOAc). Run at time 2 hour.